Dataset: the Open Reaction Database (ORD), a public repository of structured organic reaction records. Task: describe an organic reaction: reactants, conditions, products, and yield The reactants are NCCCN, Cc1ccccc1, Clc1ncccn1. The product is NCCCNc1ncccn1. Reaction SMILES: [CH2:8]([CH2:9][CH2:10][NH2:11])[NH2:12].[CH3:13][c:14]1[cH:15][cH:16][cH:17][cH:18][cH:19]1.[Cl:1][c:2]1[n:3][cH:4][cH:5][cH:6][n:7]1>>[c:2]1([NH:11][CH2:10][CH2:9][CH2:8][NH2:12])[n:3][cH:4][cH:5][cH:6][n:7]1. The solvent is C(C)O (ethanol). Procedure details: To stirred solution of Ethyl-6-(2-(5-fluoro-2-(((R)-tetrahydrofuran-3-yl)oxy)phenyl)pyrrolidin-1-yl)imidazo[1,2-a]pyridine-3-carboxylate (1.15 g, 26.18 mmol) in ethanol was added 1M LiOH (2.3 ml) solution and stirred for 5 h at 85° C. Solvent was removed under reduced pressure and residue was dissolved in water, extracted unwanted impurities with diethyl ether and water was acidified with 2N HCl and solid was collected by filtration. Solid was dried under high vacuum to afford 6-(2-(5-fluoro-2-(... Isolated yield 3.7%. Starting materials: C(C)OC(=O)C1=CN=C2N1C=C(C=C2)N2C(CCC2)C2=C(C=CC(=C2)F)O[C@H]2COCC2 (Ethyl-6-(2-(5-fluoro-2-(((R)-tetrahydrofuran-3-yl)oxy)phenyl)pyrrolidin-1-yl)imidazo[1,2-a]pyridine-3-carboxylate), [Li+].[OH-] (LiOH). Conditions: temperature 85 celsius, time 5 hour. As a reaction SMILES: C([O:3][C:4]([C:6]1[N:10]2[CH:11]=[C:12]([N:15]3[CH2:19][CH2:18][CH2:17][CH:16]3[C:20]3[CH:25]=[C:24]([F:26])[CH:23]=[CH:22][C:21]=3[O:27][C@@H:28]3[CH2:32][CH2:31][O:30][CH2:29]3)[CH:13]=[CH:14][C:9]2=[N:8][CH:7]=1)=[O:5])C.[Li+].[OH-]>C(O)C>[F:26][C:24]1[CH:23]=[CH:22][C:21]([O:27][C@@H:28]2[CH2:32][CH2:31][O:30][CH2:29]2)=[C:20]([CH:16]2[CH2:17][CH2:18][CH2:19][N:15]2[C:12]2[CH:13]=[CH:14][C:9]3[N:10]([C:6]([C:4]([OH:5])=[O:3])=[CH:7][N:8]=3)[CH:11]=2)[CH:25]=1 |f:1.2|. Yields the product FC=1C=CC(=C(C1)C1N(CCC1)C=1C=CC=2N(C1)C(=CN2)C(=O)O)O[C@H]2COCC2 (6-(2-(5-fluoro-2-(((R)-tetrahydrofuran-3-yl)oxy)phenyl)pyrrolidin-1-yl)imidazo[1,2-a]pyridine-3-carboxylic acid). Reactants: C(C)(C)[N-]C(C)C.[Li+] (lithium diisopropylamide), solution, C(CCC)[Li] (n-butyllithium), C(C)(C)NC(C)C (diisopropylamine), ClC=1C=CC2=C(CC(C(C(N2)=O)C(=O)OC)C2=CC=C(C=C2)OC)C1 (7-chloro-1,3,4,5-tetrahydro-3-(methoxycarbonyl)-4-(4-methoxyphenyl)-2H-1-benzazepin-2-one), IC (iodomethane). Run in O1CCCC1 (tetrahydrofuran), CCCCCC (hexane), O1CCCC1 (tetrahydrofuran), CN(P(N(C)C)(N(C)C)=O)C (hexamethylphosphoric triamide). Run at temperature -78 celsius, time 1.5 hour. Yields the product ClC=1C=CC2=C(CC(C(C(N2)=O)(C)C(=O)OC)C2=CC=C(C=C2)OC)C1 (7-chloro-1,3,4,5-tetrahydro-3-(methoxycarbonyl)-4-(4-methoxyphenyl)-3-methyl-2H-1-benzazepin-2-one). RXN SMILES: [CH:1]([N-]C(C)C)(C)C.[Li+].C([Li])CCC.C(NC(C)C)(C)C.[Cl:21][C:22]1[CH:23]=[CH:24][C:25]2[NH:31][C:30](=[O:32])[CH:29]([C:33]([O:35][CH3:36])=[O:34])[CH:28]([C:37]3[CH:42]=[CH:41][C:40]([O:43][CH3:44])=[CH:39][CH:38]=3)[CH2:27][C:26]=2[CH:45]=1.IC>O1CCCC1.CCCCCC.CN(C)P(=O)(N(C)C)N(C)C>[Cl:21][C:22]1[CH:23]=[CH:24][C:25]2[NH:31][C:30](=[O:32])[C:29]([C:33]([O:35][CH3:36])=[O:34])([CH3:1])[CH:28]([C:37]3[CH:38]=[CH:39][C:40]([O:43][CH3:44])=[CH:41][CH:42]=3)[CH2:27][C:26]=2[CH:45]=1 |f:0.1|. Procedure: To 25 mmole (3 equiv.) of a freshly prepared solution of lithium diisopropylamide in tetrahydrofuran (prepared by addition of 9.6 ml of a 2.6 M solution of n-butyllithium in hexane to 7.5 ml of freshly distilled diisopropylamine in 50 ml of tetrahydrofuran at -78° C.) was added 3.0 g of 7-chloro-1,3,4,5-tetrahydro-3-(methoxycarbonyl)-4-(4-methoxyphenyl)-2H-1-benzazepin-2-one (8.35 mmole). After stirring at -78° C. for 1.5 hours, 1.5 ml of hexamethylphosphoric triamide was added along with 5.9 g ... Starting materials: C#CC1COC(C)(C)N1C(=O)OC(C)(C)C, [Li]CCCC, C1CCOC1, CCCCCC, O=Cc1ccc(Cl)cc1. The product is CC(C)(C)OC(=O)N1C(C#CC(O)c2ccc(Cl)cc2)COC1(C)C. Reaction SMILES: [C:1]([CH3:2])([CH3:3])([CH3:4])[O:5][C:6](=[O:7])[N:8]1[C:9]([CH3:15])([CH3:16])[O:10][CH2:11][CH:12]1[C:13]#[CH:14].[CH2:17]([Li:18])[CH2:19][CH2:20][CH3:21].[CH2:31]1[O:32][CH2:33][CH2:34][CH2:35]1.[CH3:36][CH2:37][CH2:38][CH2:39][CH2:40][CH3:41].[Cl:22][c:23]1[cH:24][cH:25][c:26]([CH:27]=[O:28])[cH:29][cH:30]1>>[C:1]([CH3:2])([CH3:3])([CH3:4])[O:5][C:6](=[O:7])[N:8]1[C:9]([CH3:15])([CH3:16])[O:10][CH2:11][CH:12]1[C:13]#[C:14][CH:27]([c:26]1[cH:25][cH:24][c:23]([Cl:22])[cH:30][cH:29]1)[OH:28].